This data is from the Open Reaction Database (ORD), a public repository of structured organic reaction records. The task is: describe an organic reaction: reactants, conditions, products, and yield Product: C(C)(C)(C)OC(=O)N1CCC(CC1)C1CC=2C(=CN=C(C2)C2=CC(=NC=C2)C)O1 (4-[5-(2-Methyl-pyridin-4-yl)-2,3-dihydro-furo[2,3-c]pyridin-2-yl]-piperidine-1-carboxylic acid tert-butyl ester). Reported procedure: The title compound is prepared from 4-(5-chloro-2,3-dihydro-furo[2,3-c]pyridin-2-yl)-piperidine-1-carboxylic acid tert-butyl ester and 2-methylpyridine-4-boronic acid following a procedure analogous to that described in Example 28. LC (method 10): tR=1.45 min; Mass spectrum (ESI+): m/z=396 [M+H]+. RXN SMILES: [C:1]([O:5][C:6]([N:8]1[CH2:13][CH2:12][CH:11]([CH:14]2[O:23][C:17]3=[CH:18][N:19]=[C:20](Cl)[CH:21]=[C:16]3[CH2:15]2)[CH2:10][CH2:9]1)=[O:7])([CH3:4])([CH3:3])[CH3:2].[CH3:24][C:25]1[CH:30]=[C:29](B(O)O)[CH:28]=[CH:27][N:26]=1>>[C:1]([O:5][C:6]([N:8]1[CH2:13][CH2:12][CH:11]([CH:14]2[O:23][C:17]3=[CH:18][N:19]=[C:20]([C:29]4[CH:28]=[CH:27][N:26]=[C:25]([CH3:24])[CH:30]=4)[CH:21]=[C:16]3[CH2:15]2)[CH2:10][CH2:9]1)=[O:7])([CH3:4])([CH3:3])[CH3:2]. Starting materials: C(C)(C)(C)OC(=O)N1CCC(CC1)C1CC=2C(=CN=C(C2)Cl)O1 (4-(5-chloro-2,3-dihydro-furo[2,3-c]pyridin-2-yl)-piperidine-1-carboxylic acid tert-butyl ester), CC1=NC=CC(=C1)B(O)O (2-methylpyridine-4-boronic acid). The reactants are IC=1C=C(C=CC1)O (3-iodophenol), C(C#C)(=O)OCC (ethyl propiolate). Product: OC=1C=C(C=CC1)C#CC(=O)OCC (ethyl 3-(3-hydroxyphenyl)propiolate). The yield is 73.1%. As a reaction SMILES: I[C:2]1[CH:3]=[C:4]([OH:8])[CH:5]=[CH:6][CH:7]=1.[C:9]([O:13][CH2:14][CH3:15])(=[O:12])[C:10]#[CH:11]>>[OH:8][C:4]1[CH:3]=[C:2]([C:11]#[C:10][C:9]([O:13][CH2:14][CH3:15])=[O:12])[CH:7]=[CH:6][CH:5]=1. Procedure details: According to the method of (Reference Example 3), from 3-iodophenol (1.18 g) and ethyl propiolate (1.0 g), the subject compound (746 mg) was obtained as a yellow solid. Reactants: C1(=CC=CC=C1)S (thiophenol), NC1=C(C=CC(=C1)Cl)[N+](=O)[O-] (2-amino-4-chloro-1-nitrobenzene), C1=CC=C(C=C1)[S-].[Na+] (sodium phenyl mercaptide), [H-].[Na+] (sodium hydride). The solvent is CN(C=O)C (dimethylformamide). Conditions: time 3 hour. The product is NC1=C(C=CC(=C1)SC1=CC=CC=C1)[N+](=O)[O-] (2-amino-4-phenylthio-1-nitrobenzene). RXN SMILES: [NH2:1][C:2]1[CH:7]=[C:6](Cl)[CH:5]=[CH:4][C:3]=1[N+:9]([O-:11])=[O:10].[CH:12]1[CH:17]=[CH:16][C:15]([S-:18])=[CH:14][CH:13]=1.[Na+].[H-].[Na+].C1(S)C=CC=CC=1>CN(C)C=O>[NH2:1][C:2]1[CH:7]=[C:6]([S:18][C:15]2[CH:16]=[CH:17][CH:12]=[CH:13][CH:14]=2)[CH:5]=[CH:4][C:3]=1[N+:9]([O-:11])=[O:10] |f:1.2,3.4|. Procedure: 5 G. of 2-amino-4-chloro-1-nitrobenzene is added to a solution of sodium phenyl mercaptide, prepared under nitrogen from 2.53 g. 57% sodium hydride and 6.2 ml. thiophenol in 20 ml. dimethylformamide, with a 10 ml. dimethylformamide rinse. The mixture is stirred under nitrogen for 3 hours at 20°-30° C and then diluted with water. The crude product is washed with water and hexane, then recrystallized from methanol, yielding 2-amino-4-phenylthio-1-nitrobenzene.